This data is from the Open Reaction Database (ORD), a public repository of structured organic reaction records. The task is: describe an organic reaction: reactants, conditions, products, and yield Reactants: CCc1cccc(N)c1, CS(=O)(=O)O, CCc1ccc(Cl)c(NC#N)c1, Clc1ccccc1. Yields the product CS(=O)(=O)O, CCc1cccc(NC(=N)Nc2cc(CC)ccc2Cl)c1. Reaction SMILES: [CH2:18]([CH3:19])[c:20]1[cH:21][c:22]([NH2:23])[cH:24][cH:25][cH:26]1.[CH3:13][S:14](=[O:15])(=[O:16])[OH:17].[Cl:1][c:2]1[c:3]([NH:10][C:11]#[N:12])[cH:4][c:5]([CH2:8][CH3:9])[cH:6][cH:7]1.[Cl:27][c:28]1[cH:29][cH:30][cH:31][cH:32][cH:33]1>>[CH3:13][S:14](=[O:15])(=[O:16])[OH:17].[Cl:1][c:2]1[c:3]([NH:10][C:11](=[NH:12])[NH:23][c:22]2[cH:21][c:20]([CH2:18][CH3:19])[cH:26][cH:25][cH:24]2)[cH:4][c:5]([CH2:8][CH3:9])[cH:6][cH:7]1.